Dataset: the Open Reaction Database (ORD), a public repository of structured organic reaction records. Task: describe an organic reaction: reactants, conditions, products, and yield Starting materials: CO, Cl, O=[Pt], O=C1c2cc([N+](=O)[O-])ccc2CCC1CN1CCC(O)(c2ccccc2)CC1. Product: Nc1ccc2c(c1)C(=O)C(CN1CCC(O)(c3ccccc3)CC1)CC2. As a reaction SMILES: [CH3:32][OH:33].[ClH:1].[Pt:30]=[O:31].[c:2]1([C:8]2([OH:29])[CH2:9][CH2:10][N:11]([CH2:14][CH:15]3[C:16](=[O:28])[c:17]4[cH:18][c:19]([N+:25]([O-:26])=[O:27])[cH:20][cH:21][c:22]4[CH2:23][CH2:24]3)[CH2:12][CH2:13]2)[cH:3][cH:4][cH:5][cH:6][cH:7]1>>[c:2]1([C:8]2([OH:29])[CH2:9][CH2:10][N:11]([CH2:14][CH:15]3[C:16](=[O:28])[c:17]4[cH:18][c:19]([NH2:25])[cH:20][cH:21][c:22]4[CH2:23][CH2:24]3)[CH2:12][CH2:13]2)[cH:3][cH:4][cH:5][cH:6][cH:7]1. Reactants: CN[C@H]1[C@@H](CCCC1)NC (Trans-N,N′-dimethylcyclohexane-1,2-diamine), C(C=C)N1C(=NC2=NC(=C(C=C21)Cl)C2=CC=C(C=C2)Br)O[C@H]2[C@@H]1[C@H](OC2)[C@@H](CO1)O[Si](C)(C)C(C)(C)C ([(3R,3aR,6R,6aS)-3-[1-allyl-5-(4-bromophenyl)-6-chloro-imidazo[4,5-b]pyridin-2-yl]oxy-2,3,3a,5,6,6a-hexahydrofuro[3,2-b]furan-6-yl]oxy-tert-butyl-dimethyl-silane), N=1NC=C2C1CN(C2)C(=O)OC(C)(C)C (tert-butyl 4,6-dihydro-2H-pyrrolo[3,4-c]pyrazole-5-carboxylate), P(=O)([O-])([O-])[O-].[K+].[K+].[K+] (tripotassium phosphate). Reagents/catalysts: [Cu]I (copper(I) iodide). Solvent: O1CCOCC1 (dioxane), CCOC(=O)C.CCCCCC (EtOAc hexane), CCOC(=O)C.CCCCCC (EtOAc hexane). Reaction conditions: temperature 100 celsius, time 24 hour. Product: [Si](C)(C)(C(C)(C)C)O[C@@H]1CO[C@H]2[C@@H]1OC[C@H]2OC=2N(C=1C(=NC(=C(C1)Cl)C1=CC=C(C=C1)N1N=C3C(=C1)CN(C3)C(=O)OC(C)(C)C)N2)CC=C (tert-butyl 2-[4-[2-[[(3R,3aR,6R,6aS)-6-[tert-butyl(dimethyl)silyl]oxy-2,3,3a,5,6,6a-hexahydrofuro[3,2-b]furan-3-yl]oxy]-1-allyl-6-chloro-imidazo[4,5-b]pyridin-5-yl]phenyl]-4,6-dihydropyrrolo[3,4-c]pyrazole-5-carboxylate). As a reaction SMILES: [CH2:1]([N:4]1[C:12]2[C:7](=[N:8][C:9]([C:14]3[CH:19]=[CH:18][C:17](Br)=[CH:16][CH:15]=3)=[C:10]([Cl:13])[CH:11]=2)[N:6]=[C:5]1[O:21][C@@H:22]1[CH2:26][O:25][C@@H:24]2[C@H:27]([O:30][Si:31]([C:34]([CH3:37])([CH3:36])[CH3:35])([CH3:33])[CH3:32])[CH2:28][O:29][C@H:23]12)[CH:2]=[CH2:3].[N:38]1[NH:39][CH:40]=[C:41]2[CH2:45][N:44]([C:46]([O:48][C:49]([CH3:52])([CH3:51])[CH3:50])=[O:47])[CH2:43][C:42]=12.P([O-])([O-])([O-])=O.[K+].[K+].[K+].CN[C@@H]1CCCC[C@H]1NC>[Cu]I.CCOC(C)=O.CCCCCC.O1CCOCC1>[Si:31]([O:30][C@H:27]1[C@H:24]2[O:25][CH2:26][C@@H:22]([O:21][C:5]3[N:4]([CH2:1][CH:2]=[CH2:3])[C:12]4[C:7]([N:6]=3)=[N:8][C:9]([C:14]3[CH:15]=[CH:16][C:17]([N:39]5[CH:40]=[C:41]6[CH2:45][N:44]([C:46]([O:48][C:49]([CH3:52])([CH3:51])[CH3:50])=[O:47])[CH2:43][C:42]6=[N:38]5)=[CH:18][CH:19]=3)=[C:10]([Cl:13])[CH:11]=4)[C@H:23]2[O:29][CH2:28]1)([C:34]([CH3:35])([CH3:36])[CH3:37])([CH3:32])[CH3:33] |f:2.3.4.5,8.9|. Procedure details: A vial was charged with [(3R,3aR,6R,6aS)-3-[1-allyl-5-(4-bromophenyl)-6-chloro-imidazo[4,5-b]pyridin-2-yl]oxy-2,3,3a,5,6,6a-hexahydrofuro[3,2-b]furan-6-yl]oxy-tert-butyl-dimethyl-silane (508.1 mg, 0.837 mmol), tert-butyl 4,6-dihydro-2H-pyrrolo[3,4-c]pyrazole-5-carboxylate (213.1 mg, 1.018 mmol), tripotassium phosphate (603.1 mg, 2.84 mmol), and copper(I) iodide (33.2 mg, 0.174 mmol). The vial was evacuated and backfilled with nitrogen (3×). Trans-N,N′-dimethylcyclohexane-1,2-diamine (53 μl, 0.33... The reactants are COC1=NC(=NC(=C1)OC)OC1=C(C=NO)C=CC=C1 (2-(4,6-dimethoxy-2-pyrimidinyloxy)benzaldoxime), C(C#C)Br (propargyl bromide), O (water). The solvent is CN(C=O)C (N,N-dimethylformamide), C([O-])([O-])=O (carbonate). Run at temperature 100 celsius, time 4 hour. The product is C(C#C)C1(C(C=NO)C=CC=C1)OC1=NC(=CC(=N1)OC)OC (0-(2-propynyl)-2-(4,6-dimethoxy-2-pyrimidinyloxy)benzaldoxime). Yield: 76.2%. Reaction SMILES: [CH3:1][O:2][C:3]1[CH:8]=[C:7]([O:9][CH3:10])[N:6]=[C:5]([O:11][C:12]2[CH:20]=[CH:19][CH:18]=[CH:17][C:13]=2[CH:14]=[N:15][OH:16])[N:4]=1.[CH2:21](Br)[C:22]#[CH:23].O>CN(C)C=O.C(=O)([O-])[O-]>[CH2:23]([C:12]1([O:11][C:5]2[N:6]=[C:7]([O:9][CH3:10])[CH:8]=[C:3]([O:2][CH3:1])[N:4]=2)[CH:20]=[CH:19][CH:18]=[CH:17][CH:13]1[CH:14]=[N:15][OH:16])[C:22]#[CH:21]. Procedure: 5.5 g of 2-(4,6-dimethoxy-2-pyrimidinyloxy)benzaldoxime and 7.1 g of propargyl bromide were dissolved in 100 ml of N,N-dimethylformamide containing 1.4 g of potassisum carbonate, and the solution was stirred at 100° C. for 4 hours. After the reaction mixture was allowed to cool down, it was poured into water, followed by extraction with ethyl acetate. The organic layer was dried over anhydrous sodium sulfate and then concentrated under reduced pressure. The residue was purified by silica gel chr... Starting materials: CC=1C=C(C=C(C1C[C@H]1C(N(CC1)C1CC2=CN(N=C2CC1)S(=O)(=O)C(F)(F)F)=O)C)OS(=O)(=O)C(F)(F)F (Trifluoro-methanesulfonic acid 3,5-dimethyl-4-[(R)-2-oxo-1-(2-trifluoromethanesulfonyl-4,5,6,7-tetrahydro-2H-indazol-5-yl)-pyrrolidin-3-ylmethyl]-phenyl ester), FC1=CC=C(C=C1)B(O)O (4-Fluorophenylboronic acid), C([O-])([O-])=O.[Na+].[Na+] (sodium carbonate), [Li+].[OH-] (LiOH). Reagents/catalysts: C=1C=CC(=CC1)[P](C=2C=CC=CC2)(C=3C=CC=CC3)[Pd]([P](C=4C=CC=CC4)(C=5C=CC=CC5)C=6C=CC=CC6)([P](C=7C=CC=CC7)(C=8C=CC=CC8)C=9C=CC=CC9)[P](C=1C=CC=CC1)(C=1C=CC=CC1)C=1C=CC=CC1 (Tetrakis(triphenylphosphine)palladium(0)). The solvent is C1CCOC1 (THF), O (water). Conditions: time 2 hour. Yields the product FC1=CC=C(C=C1)C1=CC(=C(C(=C1)C)C[C@H]1C(N(CC1)C1CC2=CNN=C2CC1)=O)C ((R)-3-(4′-Fluoro-3,5-dimethyl-biphenyl-4-ylmethyl)-1-(4,5,6,7-tetrahydro-2H-indazol-5-yl)-pyrrolidin-2-one). RXN SMILES: [CH3:1][C:2]1[CH:3]=[C:4](OS(C(F)(F)F)(=O)=O)[CH:5]=[C:6]([CH3:31])[C:7]=1[CH2:8][C@@H:9]1[CH2:13][CH2:12][N:11]([CH:14]2[CH2:22][CH2:21][C:20]3[C:16](=[CH:17][N:18](S(C(F)(F)F)(=O)=O)[N:19]=3)[CH2:15]2)[C:10]1=[O:30].[F:40][C:41]1[CH:46]=[CH:45][C:44](B(O)O)=[CH:43][CH:42]=1.C(=O)([O-])[O-].[Na+].[Na+].[Li+].[OH-]>C1COCC1.O.C1C=CC([P]([Pd]([P](C2C=CC=CC=2)(C2C=CC=CC=2)C2C=CC=CC=2)([P](C2C=CC=CC=2)(C2C=CC=CC=2)C2C=CC=CC=2)[P](C2C=CC=CC=2)(C2C=CC=CC=2)C2C=CC=CC=2)(C2C=CC=CC=2)C2C=CC=CC=2)=CC=1>[F:40][C:41]1[CH:46]=[CH:45][C:44]([C:4]2[CH:3]=[C:2]([CH3:1])[C:7]([CH2:8][C@@H:9]3[CH2:13][CH2:12][N:11]([CH:14]4[CH2:22][CH2:21][C:20]5[C:16](=[CH:17][NH:18][N:19]=5)[CH2:15]4)[C:10]3=[O:30])=[C:6]([CH3:31])[CH:5]=2)=[CH:43][CH:42]=1 |f:2.3.4,5.6,^1:67,69,88,107|. Reported procedure: Purge a solution of Trifluoro-methanesulfonic acid 3,5-dimethyl-4-[(R)-2-oxo-1-(2-trifluoromethanesulfonyl-4,5,6,7-tetrahydro-2H-indazol-5-yl)-pyrrolidin-3-ylmethyl]-phenyl ester (Preparation 66) (1.05 g, 2.2 mmol), 4-Fluorophenylboronic acid (0.38 g, 2.7 mmol), and sodium carbonate (0.36 g, 3.4 mmol) in THF (15 mL) and water (5 mL) with nitrogen. Treat the reaction with Tetrakis(triphenylphosphine)palladium(0) (0.13 g, 0.1 mmol) and again purge with nitrogen. Heat the reaction to 80° C. and sti... The reactants are 62.3, C1(=CC=CC=C1)NC1(CCN(CC1)CCC1=CC=CC=C1)C(=O)O (4-(phenylamino)-1-(2-phenylethyl)-4-piperidinecarboxylic acid), [Na] (sodium), IC (iodomethane). Run in CN(P(N(C)C)(N(C)C)=O)C (hexamethylphosphoric triamide). Run at temperature 100 celsius, time 24 hour. The product is C1(=CC=CC=C1)NC1(CCN(CC1)CCC1=CC=CC=C1)C(=O)OC (methyl 4-(phenylamino)-1-(2-phenylethyl)-4-piperidinecarboxylate). RXN SMILES: [C:1]1([NH:7][C:8]2([C:22]([OH:24])=[O:23])[CH2:13][CH2:12][N:11]([CH2:14][CH2:15][C:16]3[CH:21]=[CH:20][CH:19]=[CH:18][CH:17]=3)[CH2:10][CH2:9]2)[CH:6]=[CH:5][CH:4]=[CH:3][CH:2]=1.[Na].I[CH3:27]>CN(C)P(=O)(N(C)C)N(C)C>[C:1]1([NH:7][C:8]2([C:22]([O:24][CH3:27])=[O:23])[CH2:9][CH2:10][N:11]([CH2:14][CH2:15][C:16]3[CH:17]=[CH:18][CH:19]=[CH:20][CH:21]=3)[CH2:12][CH2:13]2)[CH:6]=[CH:5][CH:4]=[CH:3][CH:2]=1 |^1:24|. Procedure details: A solution of 62.3 parts of 4-(phenylamino)-1-(2-phenylethyl)-4-piperidinecarboxylic acid, sodium salt in 28.4 parts of iodomethane is stirred and heated to 100° C. After cooling to 10° C., there are added dropwise 340 parts of hexamethylphosphoric triamide (slightly exothermic reaction). Upon completion, stirring is continued for 24 hours at room temperature. The reaction mixture is poured onto water (800 parts) and the product is extracted with methylbenzene. The extract is washed with water, ...